Task: describe an organic reaction: reactants, conditions, products, and yield. Dataset: the Open Reaction Database (ORD), a public repository of structured organic reaction records Reactants: FC=1C(NC(NC1)=O)=O (5-fluorouracil), ClC1=CC=C(C=C1)N=C=O (4-chlorophenyl isocyanate), resultant solution. The solvent is N1=CC=CC=C1 (pyridine). Conditions: temperature 80 celsius, time 4 hour. The product is ClC1=CC=C(C=C1)NC(=O)N1C(=O)NC(=O)C(=C1)F (1-[N-(4-chlorophenyl)carbamoyl]-5-fluorouracil). The yield is 58.2%. Reaction SMILES: [F:1][C:2]1[C:3](=[O:9])[NH:4][C:5](=[O:8])[NH:6][CH:7]=1.[Cl:10][C:11]1[CH:16]=[CH:15][C:14]([N:17]=[C:18]=[O:19])=[CH:13][CH:12]=1>N1C=CC=CC=1>[Cl:10][C:11]1[CH:16]=[CH:15][C:14]([NH:17][C:18]([N:6]2[CH:7]=[C:2]([F:1])[C:3](=[O:9])[NH:4][C:5]2=[O:8])=[O:19])=[CH:13][CH:12]=1. Procedure details: A solution of 5-fluorouracil (2.6 g.) in pyridine (25 ml.) was added to 4-chlorophenyl isocyanate (3.07 g.) and the solution was stirred at 80° C. for 4 hours. The resultant solution was allowed to stand overnight in a refrigerator. The crystalline precipitates were collected by filtration, washed successively with ethyl acetate, diethyl ether, and then dried to give 1-[N-(4-chlorophenyl)carbamoyl]-5-fluorouracil (3.30 g.); colorless crystalline powder. Run at time 1 hour. The yield is 47.3%. Reactants: FC1=CC=C(C=C1)N1N=CC2=C1C=C1CCN(C[C@]1(C2)C=O)S(=O)(=O)C2=CC=C(C=C2)C(F)(F)F ((R)-1-(4-fluorophenyl)-6-((4-(trifluoromethyl)phenyl)sulfonyl)-4,4a,5,6,7,8-hexahydro-1H-pyrazolo[3,4-g]isoquinoline-4a-carbaldehyde), O1C=NC=C1 (oxazole), B.O1CCCC1 (borane tetrahydrofuran), C(CCC)[Li] (butyl lithium). Yields the product FC1=CC=C(C=C1)N1N=CC2=C1C=C1CCN(C[C@]1(C2)C(O)C=2OC=CN2)S(=O)(=O)C2=CC=C(C=C2)C(F)(F)F ((R)-(1-(4-fluorophenyl)-6-((4-(trifluoromethyl)phenyl)sulfonyl)-4,4a,5,6,7,8-hexahydro-1H-pyrazolo[3,4-g]isoquinolin-4a-yl)(oxazol-2-yl)-(R/S)-methanol). Procedure: To a solution of oxazole (99 μL, 0.5 mmol) in dry tetrahydrofuran (2.5 mL) was added borane-tetrahydrofuran complex (1.0 M in tetrahydrofuran, 1.65 mmol, 1.65 mL) and the mixture was stirred at room temperature for 1 hour. The mixture was cooled to −78° C. and butyl lithium (1.6 M solution in hexanes, 1.20 mL, 1.95 mmol) was added dropwise. The reaction mixture was stirred for 40 minutes at −78° C. A solution of (R)-1-(4-fluorophenyl)-6-((4-(trifluoromethyl)phenyl)sulfonyl)-4,4a,5,6,7,8-hexahydr... Solvent: O1CCCC1 (tetrahydrofuran), O1CCCC1 (tetrahydrofuran), C(C)O.C(C)(=O)O (ethanol acetic acid). RXN SMILES: [O:1]1[CH:5]=[CH:4][N:3]=[CH:2]1.B.O1CCCC1.C([Li])CCC.[F:17][C:18]1[CH:23]=[CH:22][C:21]([N:24]2[C:28]3[CH:29]=[C:30]4[C@:35]([CH:37]=[O:38])([CH2:36][C:27]=3[CH:26]=[N:25]2)[CH2:34][N:33]([S:39]([C:42]2[CH:47]=[CH:46][C:45]([C:48]([F:51])([F:50])[F:49])=[CH:44][CH:43]=2)(=[O:41])=[O:40])[CH2:32][CH2:31]4)=[CH:20][CH:19]=1>O1CCCC1.C(O)C.C(O)(=O)C>[F:17][C:18]1[CH:23]=[CH:22][C:21]([N:24]2[C:28]3[CH:29]=[C:30]4[C@:35]([CH:37]([C:2]5[O:1][CH:5]=[CH:4][N:3]=5)[OH:38])([CH2:36][C:27]=3[CH:26]=[N:25]2)[CH2:34][N:33]([S:39]([C:42]2[CH:43]=[CH:44][C:45]([C:48]([F:51])([F:49])[F:50])=[CH:46][CH:47]=2)(=[O:41])=[O:40])[CH2:32][CH2:31]4)=[CH:20][CH:19]=1 |f:1.2,6.7|. The reactants are BrCc1ccccc1, O=C([O-])[O-], CN(C)C=O, [Cs+], [Cs+], CN1C(=O)C2(COc3cc4c(cc32)OCCO4)c2c(O)cccc21. The product is CN1C(=O)C2(COc3cc4c(cc32)OCCO4)c2c(OCc3ccccc3)cccc21. Reaction SMILES: [Br:25][CH2:26][c:27]1[cH:28][cH:29][cH:30][cH:31][cH:32]1.[C:33](=[O:34])([O-:35])[O-:36].[CH3:39][N:40]([CH3:41])[CH:42]=[O:43].[Cs+:37].[Cs+:38].[OH:1][c:2]1[c:3]2[c:4]([cH:5][cH:6][cH:7]1)[N:8]([CH3:24])[C:9](=[O:23])[C:10]21[CH2:11][O:12][c:13]2[cH:14][c:15]3[c:16]([cH:21][c:22]21)[O:17][CH2:18][CH2:19][O:20]3>>[O:1]([c:2]1[c:3]2[c:4]([cH:5][cH:6][cH:7]1)[N:8]([CH3:24])[C:9](=[O:23])[C:10]21[CH2:11][O:12][c:13]2[cH:14][c:15]3[c:16]([cH:21][c:22]21)[O:17][CH2:18][CH2:19][O:20]3)[CH2:26][c:27]1[cH:28][cH:29][cH:30][cH:31][cH:32]1.